Dataset: the Open Reaction Database (ORD), a public repository of structured organic reaction records. Task: describe an organic reaction: reactants, conditions, products, and yield The reactants are C(C1=CC=CC=C1)OC=1C=C(C=CC1)Br (3-benzyloxybromobenzene), CC1(OCCC(C1)=O)C (2,2-dimethyltetrahydropyran-4-one). The product is C(C1=CC=CC=C1)OC=1C=C(C=CC1)C1(CC(OCC1)(C)C)O (4-(3-benzyloxyphenyl)-4-hydroxy-2,2-dimethyltetrahydropyran). Yield: 72.0%. RXN SMILES: [CH2:1]([O:8][C:9]1[CH:10]=[C:11](Br)[CH:12]=[CH:13][CH:14]=1)[C:2]1[CH:7]=[CH:6][CH:5]=[CH:4][CH:3]=1.[CH3:16][C:17]1([CH3:24])[CH2:22][C:21](=[O:23])[CH2:20][CH2:19][O:18]1>>[CH2:1]([O:8][C:9]1[CH:10]=[C:11]([C:21]2([OH:23])[CH2:20][CH2:19][O:18][C:17]([CH3:24])([CH3:16])[CH2:22]2)[CH:12]=[CH:13][CH:14]=1)[C:2]1[CH:7]=[CH:6][CH:5]=[CH:4][CH:3]=1. Procedure: Using the procedure described in the second paragraph of Note c. below Table I in Example 2, 3-benzyloxybromobenzene (1.34 g) was reacted with 2,2-dimethyltetrahydropyran-4-one (0.65 g) to give 4-(3-benzyloxyphenyl)-4-hydroxy-2,2-dimethyltetrahydropyran (1.14 g, 72%), as an oil. The product is BrCCOC1=CC(=C(N)C=C1)[N+](=O)[O-] (4-(2-bromoethoxy)-2-nitroaniline). Starting materials: C([O-])([O-])=O.[Cs+].[Cs+] (cesium carbonate), BrCCCBr (1,3-dibromopropane), NC1=C(C=C(C=C1)O)[N+](=O)[O-] (4-amino-3-nitrophenol). As a reaction SMILES: [NH2:1][C:2]1[CH:7]=[CH:6][C:5]([OH:8])=[CH:4][C:3]=1[N+:9]([O-:11])=[O:10].C(=O)([O-])[O-].[Cs+].[Cs+].[Br:18][CH2:19][CH2:20]CBr>CC(C)=O>[Br:18][CH2:19][CH2:20][O:8][C:5]1[CH:6]=[CH:7][C:2]([NH2:1])=[C:3]([N+:9]([O-:11])=[O:10])[CH:4]=1 |f:1.2.3|. Procedure details: A 500 mL flask was charged with 4-amino-3-nitrophenol (15.4 g, 100 mmol, commercially available from Aldrich). Acetone (300 mL), cesium carbonate (39.09 g, 120 mmol) and 1,3-dibromopropane (40.84 mL, 400 mmol) were added to the flask and stirred at refluxed temperature. The reaction was monitored by LCMS. After 6 hours, the reaction mixture was cooled to room temperature, filtered and washed with acetone. The organic layer was removed on a rotary evaporator under reduced pressure and the resulti... Run at time 6 hour. Solvent: CC(=O)C (Acetone).